Dataset: the Open Reaction Database (ORD), a public repository of structured organic reaction records. Task: describe an organic reaction: reactants, conditions, products, and yield Starting materials: CC(=O)Cl, O, O=C(O)CN(CCc1ccccc1)C(=O)C1CC(S)CN1S(=O)(=O)c1ccc2ccccc2c1, c1ccncc1. Product: CC(=O)SC1CC(C(=O)N(CCc2ccccc2)CC(=O)O)N(S(=O)(=O)c2ccc3ccccc3c2)C1. Reaction SMILES: [CH3:35][C:36]([Cl:37])=[O:38].[OH2:39].[SH:1][CH:2]1[CH2:3][CH:4]([C:20](=[O:21])[N:22]([CH2:23][CH2:24][c:25]2[cH:26][cH:27][cH:28][cH:29][cH:30]2)[CH2:31][C:32](=[O:33])[OH:34])[N:5]([S:7](=[O:8])(=[O:9])[c:10]2[cH:11][c:12]3[cH:13][cH:14][cH:15][cH:16][c:17]3[cH:18][cH:19]2)[CH2:6]1.[cH:40]1[cH:41][cH:42][n:43][cH:44][cH:45]1>>[S:1]([CH:2]1[CH2:3][CH:4]([C:20](=[O:21])[N:22]([CH2:23][CH2:24][c:25]2[cH:26][cH:27][cH:28][cH:29][cH:30]2)[CH2:31][C:32](=[O:33])[OH:34])[N:5]([S:7](=[O:8])(=[O:9])[c:10]2[cH:11][c:12]3[cH:13][cH:14][cH:15][cH:16][c:17]3[cH:18][cH:19]2)[CH2:6]1)[C:36]([CH3:35])=[O:38].